From a dataset of the Open Reaction Database (ORD), a public repository of structured organic reaction records. describe an organic reaction: reactants, conditions, products, and yield Reactants: NC(=CC(=O)OC)CC (methyl 3-amino-2-pentenoate), C(CC(=O)OCC)(=O)OCC (diethyl malonate), C[O-].[Na+] (sodium methoxide), ClC1=C(C=CC=C1)Cl (1,2-dichlorobenzene). Run in CO (methanol), C(C)O (ethanol), C(C)O (ethanol), CO (methanol). Run at temperature 160 celsius. Yields the product C(=O)(OCC)C=1C(NC(=CC1O)CC)=O (3-Carbethoxy-6-ethyl-4-hydroxy-1H-2-pyridone). Reaction SMILES: [NH2:1][C:2]([CH2:8][CH3:9])=[CH:3][C:4](OC)=[O:5].[C:10]([O:18]CC)(=O)[CH2:11][C:12]([O:14][CH2:15][CH3:16])=[O:13].C[O-].[Na+].ClC1C=CC=CC=1Cl>CO.C(O)C>[C:12]([C:11]1[C:10](=[O:18])[NH:1][C:2]([CH2:8][CH3:9])=[CH:3][C:4]=1[OH:5])([O:14][CH2:15][CH3:16])=[O:13] |f:2.3|. Procedure details: 113.6 g (0.88 mol) of methyl 3-amino-2-pentenoate and 128 g (0.8 mol) of diethyl malonate are added to a solution of 259.2 g (0.8 mol) of 21% strength sodium methoxide solution in methanol and 130 g of ethanol. After addition of 800 ml of 1,2-dichlorobenzene, a mixture of methanol and ethanol is removed by distillation in the course of one hour and the remaining suspension is heated to 160° C. for two hours. After cooling, 600 ml of water are added, and the organic phase is separated off, extrac... Procedure: Compound 22a (300 mg, 0.59 mmol) was suspended in 10 mL of ethanol. 1.5 mL of 2 M potassium hydroxide solution was added and refluxed for 1 hour. The reaction is substantially completed. 2 mL of acetic acid was added. Most of the solvent was distilled off under reduced pressure to precipitate solids. The precipitated solids were filtered to give compound 23a. White solid (224 mg, 92.6%). m.p. 244-245° C. 1H NMR (300 MHz, DMSO-d6): δ 12.54 (s, 1H), 8.37 (s, 1H), 8.11 (s, 1H), 7.34 (s, 1H), 6.83 (... Starting materials: O1CCN(CC1)C1=NC(=NN2C1=CC(=C2)C(=O)OC)C=2C=NC(=CC2C(F)(F)F)NC(C(C)(C)C)=O (Methyl 4-morpholino-2-(6-pivalamido-4-(trifluoromethyl)pyridin-3-yl)pyrrolo[2,1-f][1,2,4]triazine-6-carboxylate), [OH-].[K+] (potassium hydroxide), C(C)(=O)O (acetic acid). Yields the product NC1=CC(=C(C=N1)C1=NN2C(C(=N1)N1CCOCC1)=CC(=C2)C(=O)O)C(F)(F)F (2-(6-amino-4-(trifluoromethyl)pyridin-3-yl)-4-morpholinopyrrolo[2,1-f][1,2,4]triazine-6-carboxylic acid). The solvent is C(C)O (ethanol). Reaction SMILES: [O:1]1[CH2:6][CH2:5][N:4]([C:7]2[C:12]3=[CH:13][C:14]([C:16]([O:18]C)=[O:17])=[CH:15][N:11]3[N:10]=[C:9]([C:20]3[CH:21]=[N:22][C:23]([NH:30]C(=O)C(C)(C)C)=[CH:24][C:25]=3[C:26]([F:29])([F:28])[F:27])[N:8]=2)[CH2:3][CH2:2]1.[OH-].[K+].C(O)(=O)C>C(O)C>[NH2:30][C:23]1[N:22]=[CH:21][C:20]([C:9]2[N:8]=[C:7]([N:4]3[CH2:3][CH2:2][O:1][CH2:6][CH2:5]3)[C:12]3=[CH:13][C:14]([C:16]([OH:18])=[O:17])=[CH:15][N:11]3[N:10]=2)=[C:25]([C:26]([F:29])([F:28])[F:27])[CH:24]=1 |f:1.2|. The reactants are CC(C)(C)OC(=O)Nc1cccc(-c2ccc(CNS(C)(=O)=O)cc2)n1, CO, Cl. The product is CS(=O)(=O)NCc1ccc(-c2cccc(N)n2)cc1. As a reaction SMILES: [C:1]([O:2][C:3](=[O:4])[NH:7][c:8]1[n:9][c:10](-[c:14]2[cH:15][cH:16][c:17]([CH2:20][NH:21][S:22](=[O:23])(=[O:24])[CH3:25])[cH:18][cH:19]2)[cH:11][cH:12][cH:13]1)([CH3:5])([CH3:6])[CH3:26].[CH3:28][OH:29].[ClH:27]>>[NH2:7][c:8]1[n:9][c:10](-[c:14]2[cH:15][cH:16][c:17]([CH2:20][NH:21][S:22](=[O:23])(=[O:24])[CH3:25])[cH:18][cH:19]2)[cH:11][cH:12][cH:13]1. Reactants: CC(C)(C)OC(=O)NC1(C(N)=O)CC1, Clc1nc(Cl)nc(Cl)n1, CN(C)C=O, O. Product: CC(C)(C)OC(=O)NC1(C#N)CC1. Reaction SMILES: [C:1]([CH3:2])([CH3:3])([CH3:4])[O:5][C:6]([NH:7][C:8]1([C:11]([NH2:12])=[O:13])[CH2:9][CH2:10]1)=[O:14].[Cl:15][c:16]1[n:17][c:18]([Cl:19])[n:20][c:21]([Cl:22])[n:23]1.[O:24]=[CH:25][N:26]([CH3:27])[CH3:28].[OH2:29]>>[C:1]([CH3:2])([CH3:3])([CH3:4])[O:5][C:6]([NH:7][C:8]1([C:11]#[N:12])[CH2:9][CH2:10]1)=[O:14].